This data is from the Open Reaction Database (ORD), a public repository of structured organic reaction records. The task is: describe an organic reaction: reactants, conditions, products, and yield Starting materials: OC1=CC=C(C(=O)O)C=C1 (4-hydroxybenzoic acid), [OH-].[Na+] (sodium hydroxide), methyl tricaprylammonium chloride, C(CCCCCCCCCCCCC)Br (n-tetradecylbromide). Run in O (water), O (water). Product: OC1=CC=C(C(=O)OCCCCCCCCCCCCCC)C=C1 (n-Tetradecyl 4-hydroxybenzoate). Reaction SMILES: [OH:1][C:2]1[CH:10]=[CH:9][C:5]([C:6]([OH:8])=[O:7])=[CH:4][CH:3]=1.[OH-].[Na+].[CH2:13](Br)[CH2:14][CH2:15][CH2:16][CH2:17][CH2:18][CH2:19][CH2:20][CH2:21][CH2:22][CH2:23][CH2:24][CH2:25][CH3:26]>O>[OH:1][C:2]1[CH:10]=[CH:9][C:5]([C:6]([O:8][CH2:26][CH2:25][CH2:24][CH2:23][CH2:22][CH2:21][CH2:20][CH2:19][CH2:18][CH2:17][CH2:16][CH2:15][CH2:14][CH3:13])=[O:7])=[CH:4][CH:3]=1 |f:1.2|. Procedure details: To a solution of 2.76 g (20 mmol) of 4-hydroxybenzoic acid and 800 mg (200 mmol) of sodium hydroxide in 12 ml of water was added 250 mg of methyl tricaprylammonium chloride and 4.67 g (17 mmol) of n-tetradecylbromide. The mixture was heated at reflux for 4 h and then diluted with 30 ml of water. The mixture was extracted with 2×30 ml ether. The ether extracts were combined and washed with water and saturated NaCl solution. The solvent was removed in-vacuo and the residue purified by flash chroma... Reactants: NC(=O)N (urea), NC=1C=C(C(=O)OCC)C=CC1 (ethyl 3-aminobenzoate), CSC=1C=C2CCNC2=CC1C(F)(F)F (5-methylthio-6-trifluoromethyl indoline), ( D7 ), C(=O)(C=1NC=CN1)C=1NC=CN1 (carbonyl diimidazole). Yields the product CSC=1C=C2CCN(C2=CC1C(F)(F)F)C(NC1=CC(=CC=C1)C(=O)OCC)=O (5-Methylthio-6-trifluoromethyl-1-(3-ethoxycarbonylphenyl carbamoyl)-indoline). Isolated yield 74.0%. RXN SMILES: [NH2:1][C:2]([NH2:4])=[O:3].N[C:6]1[CH:7]=[C:8]([CH:14]=[CH:15][CH:16]=1)[C:9]([O:11][CH2:12][CH3:13])=[O:10].[CH3:17][S:18][C:19]1[CH:20]=[C:21]2[C:25](=[CH:26][C:27]=1[C:28]([F:31])([F:30])[F:29])N[CH2:23][CH2:22]2.C(C1NC=CN=1)(C1NC=CN=1)=O>>[CH3:17][S:18][C:19]1[CH:20]=[C:21]2[C:25](=[CH:26][C:27]=1[C:28]([F:29])([F:31])[F:30])[N:1]([C:2](=[O:3])[NH:4][C:15]1[CH:16]=[CH:6][CH:7]=[C:8]([C:9]([O:11][CH2:12][CH3:13])=[O:10])[CH:14]=1)[CH2:23][CH2:22]2. Procedure details: This was prepared in 74% yield by urea formation between ethyl 3-aminobenzoate and 5-methylthio-6-trifluoromethyl indoline, (D7) using carbonyl diimidazole as the coupling agent. Solvent: C1(=CC=CC=C1)C (toluene), ClCCl (dichloromethane). Conditions: temperature 160 celsius. As a reaction SMILES: Br[C:2]1[CH:3]=[CH:4][C:5]([CH2:20][CH3:21])=[C:6]([CH:8]2[C:13](=[O:14])[C:12]([CH3:16])([CH3:15])[O:11][C:10]([CH3:18])([CH3:17])[C:9]2=[O:19])[CH:7]=1.[F:22][C:23]1[CH:24]=[C:25]([OH:29])[CH:26]=[CH:27][CH:28]=1.C(=O)([O-])[O-].[Cs+].[Cs+].Cl>C1(C)C=CC=CC=1.ClCCl.FC(F)(F)S([O-])(=O)=O.[Cu+2].FC(F)(F)S([O-])(=O)=O>[CH2:20]([C:5]1[CH:4]=[CH:3][C:2]([O:29][C:25]2[CH:26]=[CH:27][CH:28]=[C:23]([F:22])[CH:24]=2)=[CH:7][C:6]=1[CH:8]1[C:13](=[O:14])[C:12]([CH3:16])([CH3:15])[O:11][C:10]([CH3:18])([CH3:17])[C:9]1=[O:19])[CH3:21] |f:2.3.4,8.9.10|. The reagents and catalysts are FC(S(=O)(=O)[O-])(F)F.[Cu+2].FC(S(=O)(=O)[O-])(F)F (copper(II) trifluoromethanesulfonate). The product is C(C)C1=C(C=C(C=C1)OC1=CC(=CC=C1)F)C1C(C(OC(C1=O)(C)C)(C)C)=O (4-[2-ethyl-5-(3-fluorophenoxy)phenyl]-2,2,6,6-tetramethylpyran-3,5-dione). Procedure details: A mixture of 4-(5-bromo-2-ethylphenyl)-2,2,6,6-tetramethylpyran-3,5-dione (200 mg, 0.57 mmol), 3-fluorophenol (320 mg, 2.83 mmol), cesium carbonate (400 mg, 1.13 mmol), copper(II) trifluoromethanesulfonate (10 mg, 0.03 mmol), and powdered 3 Å molecular sieves (400 mg) in toluene (3.5 ml) is heated to 160° C. under microwave irradiation for 60 minutes. The mixture is cooled to room temperature, poured into 2M aqueous hydrochloric acid, diluted with dichloromethane and filtered through a phase sep... Reactants: BrC=1C=CC(=C(C1)C1C(C(OC(C1=O)(C)C)(C)C)=O)CC (4-(5-bromo-2-ethylphenyl)-2,2,6,6-tetramethylpyran-3,5-dione), FC=1C=C(C=CC1)O (3-fluorophenol), C([O-])([O-])=O.[Cs+].[Cs+] (cesium carbonate), Cl (hydrochloric acid).